Task: describe an organic reaction: reactants, conditions, products, and yield. Dataset: the Open Reaction Database (ORD), a public repository of structured organic reaction records Starting materials: FC(C(O[Si](C)(C)C)(C)C1=C(OC=2C=NC3=CC=CC=C3C2)C=CC=C1)(F)F (3-[2-(2,2,2-trifluoro-1-methyl-1-trimethylsilanyloxy-ethyl)-phenoxy]-quinoline), [F-].C(CCC)[N+](CCCC)(CCCC)CCCC (tetrabutylammonium fluoride). Solvent: O1CCCC1 (tetrahydrofuran). Run at time 16 hour. Yields the product FC(C(C)(O)C1=C(C=CC=C1)OC=1C=NC2=CC=CC=C2C1)(F)F (1,1,1-trifluoro-2-[2-(quinolin-3-yloxy)-phenyl]-propan-2-ol). The yield is 78.7%. As a reaction SMILES: [F:1][C:2]([F:28])([F:27])[C:3]([C:10]1[CH:26]=[CH:25][CH:24]=[CH:23][C:11]=1[O:12][C:13]1[CH:14]=[N:15][C:16]2[C:21]([CH:22]=1)=[CH:20][CH:19]=[CH:18][CH:17]=2)([CH3:9])[O:4][Si](C)(C)C.[F-].C([N+](CCCC)(CCCC)CCCC)CCC>O1CCCC1>[F:28][C:2]([F:1])([F:27])[C:3]([C:10]1[CH:26]=[CH:25][CH:24]=[CH:23][C:11]=1[O:12][C:13]1[CH:14]=[N:15][C:16]2[C:21]([CH:22]=1)=[CH:20][CH:19]=[CH:18][CH:17]=2)([OH:4])[CH3:9] |f:1.2|. Procedure details: After 0.17 g of 3-[2-(2,2,2-trifluoro-1-methyl-1-trimethylsilanyloxy-ethyl)-phenoxy]-quinoline was dissolved in 1.5 ml of tetrahydrofuran, 1 ml of tetrabutylammonium fluoride (1.0 M tetrahydrofuran solution) was added and the mixture was stirred for 16 hours. The reaction mixture was concentrated and then purified by silica gel column chromatography to obtain 0.11 g of 1,1,1-trifluoro-2-[2-(quinolin-3-yloxy)-phenyl]-propan-2-ol (Compound Number 29). The product is O=C(Nc1ccc(F)cc1F)Nc1c(-c2ccccc2)c2cc(Cl)ccc2[nH]c1=O. Reaction SMILES: [F:20][c:21]1[c:22]([N:28]=[C:29]=[O:30])[cH:23][cH:24][c:25]([F:27])[cH:26]1.[NH2:1][c:2]1[c:3](=[O:19])[nH:4][c:5]2[cH:6][cH:7][c:8]([Cl:18])[cH:9][c:10]2[c:11]1-[c:12]1[cH:13][cH:14][cH:15][cH:16][cH:17]1.[O:31]1[CH2:32][CH2:33][CH2:34][CH2:35]1>>[NH:1]([c:2]1[c:3](=[O:19])[nH:4][c:5]2[cH:6][cH:7][c:8]([Cl:18])[cH:9][c:10]2[c:11]1-[c:12]1[cH:13][cH:14][cH:15][cH:16][cH:17]1)[C:29]([NH:28][c:22]1[c:21]([F:20])[cH:26][c:25]([F:27])[cH:24][cH:23]1)=[O:30]. Starting materials: O=C=Nc1ccc(F)cc1F, Nc1c(-c2ccccc2)c2cc(Cl)ccc2[nH]c1=O, C1CCOC1. Yield: 70.3%. The product is FC=1C=CC2=C(N(C(=N2)[C@H](COC)N)C2=CC=CC=C2)C1C ((R)-1-(6-Fluoro-7-methyl-1-phenyl-1H-benzoimidazol-2-yl)-2-methoxyethylamine). RXN SMILES: [F:1][C:2]1[C:3]([CH3:16])=[C:4]([NH:9][C:10]2[CH:15]=[CH:14][CH:13]=[CH:12][CH:11]=2)[C:5]([NH2:8])=[CH:6][CH:7]=1.C(OC([NH:24][C@@H:25]([CH2:29][O:30][CH3:31])[C:26](O)=O)=O)(C)(C)C.C1C=NC2N(O)N=NC=2C=1.CN1CCOCC1.Cl.CN(C)CCCN=C=NCC>C(Cl)Cl>[F:1][C:2]1[CH:7]=[CH:6][C:5]2[N:8]=[C:26]([C@@H:25]([NH2:24])[CH2:29][O:30][CH3:31])[N:9]([C:10]3[CH:15]=[CH:14][CH:13]=[CH:12][CH:11]=3)[C:4]=2[C:3]=1[CH3:16] |f:4.5|. Reported procedure: A mixture of 4-fluoro-3-methyl-N2-phenylbenzene-1,2-diamine (560 mg, 2.59 mmol), (S)-2-tertbutoxycarbonylamino-3-methoxypropionic acid (624 mg, 2.85 mmol), HOAt (388 mg, 2.85 mmol), 4-methylmorpholine (626 μL, 5.69 mmol) and N-(3-dimethylaminopropyl)-N′-ethylcarbodiimide hydrochloride (547 mg, 2.85 mmol) in DCM (10 mL) was stirred at RT for 1 h. The reaction mixture was partitioned between DCM and water. The aqueous phase was further extracted with DCM and the combined organic fractions washed w... Reaction conditions: time 1 hour. Starting materials: FC=1C(=C(C(=CC1)N)NC1=CC=CC=C1)C (4-fluoro-3-methyl-N2-phenylbenzene-1,2-diamine), C(C)(C)(C)OC(=O)N[C@H](C(=O)O)COC ((S)-2-tertbutoxycarbonylamino-3-methoxypropionic acid), C1=CC2=C(N=C1)N(N=N2)O (HOAt), CN1CCOCC1 (4-methylmorpholine), Cl.CN(CCCN=C=NCC)C (N-(3-dimethylaminopropyl)-N′-ethylcarbodiimide hydrochloride). The solvent is C(Cl)Cl (DCM).